Dataset: the Open Reaction Database (ORD), a public repository of structured organic reaction records. Task: describe an organic reaction: reactants, conditions, products, and yield The reactants are C(CCCCCCCCCCC)N(C)CCOC1=CC(=C(C=C1)CCC(C(F)(F)F)=O)OC (4-[4-[2-(N-dodecyl-N-methylamino)ethoxy]-2-methoxyphenyl]-1,1,1-trifluoro-2-butanone), Br (hydrobromic acid). Run in O (water). The product is C(CCCCCCCCCCC)N(C)CCOC1=CC2=C(CCC(O2)(O)C(F)(F)F)C=C1 (7-[2-(N-Dodecyl-N-methylamino)ethoxy]-3,4dihydro-2-(trifluoromethyl)-2H-1-benzopyran-2-ol). Isolated yield 39.6%. As a reaction SMILES: [CH2:1]([N:13]([CH2:15][CH2:16][O:17][C:18]1[CH:23]=[CH:22][C:21]([CH2:24][CH2:25][C:26](=[O:31])[C:27]([F:30])([F:29])[F:28])=[C:20]([O:32]C)[CH:19]=1)[CH3:14])[CH2:2][CH2:3][CH2:4][CH2:5][CH2:6][CH2:7][CH2:8][CH2:9][CH2:10][CH2:11][CH3:12].Br>O>[CH2:1]([N:13]([CH2:15][CH2:16][O:17][C:18]1[CH:23]=[CH:22][C:21]2[CH2:24][CH2:25][C:26]([C:27]([F:30])([F:29])[F:28])([OH:31])[O:32][C:20]=2[CH:19]=1)[CH3:14])[CH2:2][CH2:3][CH2:4][CH2:5][CH2:6][CH2:7][CH2:8][CH2:9][CH2:10][CH2:11][CH3:12]. Procedure details: A mixture of 4-[4-[2-(N-dodecyl-N-methylamino)ethoxy]-2-methoxyphenyl]-1,1,1-trifluoro-2-butanone (157 mg, 0.33 mmol) and hydrobromic acid (47%, 3 ml) was refluxed for 3.5 h. After cooling to r.t., the mixture was diluted with water, extracted with dichloromethane. The organic layer was washed with sat. sodium bicarbonate, brine, dried over magnesium sulfate and concentrated in vacuo. The residue was chromatographed on silica gel (ethyl acetate/acetone 3:1) to afford the title compound (60 mg, 4...